This data is from the Open Reaction Database (ORD), a public repository of structured organic reaction records. The task is: describe an organic reaction: reactants, conditions, products, and yield Product: NC(=O)C(NS(=O)(=O)c1ccc(Cl)cc1)c1ccc(F)cc1. Starting materials: O=S(=O)(Cl)c1ccc(Cl)cc1, NC(=O)C(N)c1ccc(F)cc1. Reaction SMILES: [Cl:13][c:14]1[cH:15][cH:16][c:17]([S:20](=[O:21])(=[O:22])[Cl:23])[cH:18][cH:19]1.[NH2:1][CH:2]([C:3](=[O:4])[NH2:5])[c:6]1[cH:7][cH:8][c:9]([F:12])[cH:10][cH:11]1>>[NH:1]([CH:2]([C:3](=[O:4])[NH2:5])[c:6]1[cH:7][cH:8][c:9]([F:12])[cH:10][cH:11]1)[S:20]([c:17]1[cH:16][cH:15][c:14]([Cl:13])[cH:19][cH:18]1)(=[O:21])=[O:22]. The reactants are CN(C=O)C (N,N-dimethylformamide), ClC=1C(N(N=CC1O)CC)=O (4-chloro-2-ethyl-5-hydroxy-3(2H)-pyridazinone), BrCC=1SC(=CC1)C(C1=CC=C(C=C1)Cl)=O (2-bromomethyl-5-(4-chlorobenzoyl)-thiophene), C([O-])([O-])=O.[K+].[K+] (potassium carbonate). Run in O (water). Reaction conditions: time 2 hour. Yields the product ClC=1C(N(N=CC1OCC=1SC(=CC1)C(C1=CC=C(C=C1)Cl)=O)CC)=O (4-chloro-5-[{5-(4-chlorobenzoyl)-2-thienyl}-methyloxy]-2-ethyl-3(2H)-pyridazinone). Isolated yield 74.7%. RXN SMILES: CN(C)C=O.[Cl:6][C:7]1[C:8](=[O:16])[N:9]([CH2:14][CH3:15])[N:10]=[CH:11][C:12]=1[OH:13].Br[CH2:18][C:19]1[S:20][C:21]([C:24](=[O:32])[C:25]2[CH:30]=[CH:29][C:28]([Cl:31])=[CH:27][CH:26]=2)=[CH:22][CH:23]=1.C(=O)([O-])[O-].[K+].[K+]>O>[Cl:6][C:7]1[C:8](=[O:16])[N:9]([CH2:14][CH3:15])[N:10]=[CH:11][C:12]=1[O:13][CH2:18][C:19]1[S:20][C:21]([C:24](=[O:32])[C:25]2[CH:30]=[CH:29][C:28]([Cl:31])=[CH:27][CH:26]=2)=[CH:22][CH:23]=1 |f:3.4.5|. Procedure details: To 20 ml of N,N-dimethylformamide were added 1.9 g of 4-chloro-2-ethyl-5-hydroxy-3(2H)-pyridazinone, 3.2 g of 2-bromomethyl-5-(4-chlorobenzoyl)-thiophene and 1.5 g of potassium carbonate, and the mixture was stirred at 50° to 60° C. for 2 hours. After cooling, the reaction mixture was poured into 50 ml of water and extracted twice with 50 ml of benzene. The organic layer was washed with water, dried over anhydrous sodium sulfate and then freed of solvent by distillation under reduced pressure to...